Dataset: the Open Reaction Database (ORD), a public repository of structured organic reaction records. Task: describe an organic reaction: reactants, conditions, products, and yield The solvent is C(C)#N (acetonitrile). Starting materials: C(O)([O-])=O.[Na+] (sodium hydrogencarbonate), C(#N)C1=CC=C(C=C1)NC(C(=S)N)C1=C(C(=CC(=C1)OC)O[Si](C(C)C)(C(C)C)C(C)C)F (2-(4-cyanophenylamino)-2-(2-fluoro-5-methoxy-3-triisopropylsilanyloxyphenyl)thioacetamide), F[B-](F)(F)F (BF4−), F[B-](F)(F)F (BF4−), C(C)(=O)OCC (ethyl acetate). Run at time 3 hour. As a reaction SMILES: [C:1]([C:3]1[CH:8]=[CH:7][C:6]([NH:9][CH:10]([C:14]2[CH:19]=[C:18]([O:20][CH3:21])[CH:17]=[C:16]([O:22][Si:23]([CH:30]([CH3:32])[CH3:31])([CH:27]([CH3:29])[CH3:28])[CH:24]([CH3:26])[CH3:25])[C:15]=2[F:33])[C:11]([NH2:13])=[S:12])=[CH:5][CH:4]=1)#[N:2].F[B-](F)(F)F.[C:39](=O)([O-])O.[Na+].C(OCC)(=O)C>C(#N)C>[CH3:39][S:12][C:11](=[NH:13])[CH:10]([NH:9][C:6]1[CH:7]=[CH:8][C:3]([C:1]#[N:2])=[CH:4][CH:5]=1)[C:14]1[CH:19]=[C:18]([O:20][CH3:21])[CH:17]=[C:16]([O:22][Si:23]([CH:27]([CH3:29])[CH3:28])([CH:30]([CH3:32])[CH3:31])[CH:24]([CH3:26])[CH3:25])[C:15]=1[F:33] |f:2.3|. Yields the product CSC(C(C1=C(C(=CC(=C1)OC)O[Si](C(C)C)(C(C)C)C(C)C)F)NC1=CC=C(C=C1)C#N)=N (2-(4-cyanophenylamino)-2-(2-fluoro-5-methoxy-3-triisopropylsilanyloxyphenyl)thioacetimidic acid methyl ester). Reported procedure: To a suspension of 57.96 g of 2-(4-cyanophenylamino)-2-(2-fluoro-5-methoxy-3-triisopropylsilanyloxyphenyl)thioacetamide in 200 ml of acetonitrile there was added 18.5 g of Me3O+BF4−, and the mixture was stirred at room temperature for 3 hours. After adding 2.1 g of Me3O+BF4− to the reaction mixture, it was further stirred at room temperature for 1 hour. Saturated aqueous sodium hydrogencarbonate was added to the reaction mixture, and extraction was performed with ethyl acetate. After washing the... The reactants are C1CCOC1, Cc1cccc(Cl)n1, O=C1CCCCC1, O. The product is Cc1cccc(Cl)[n+]1[O-]. As a reaction SMILES: [CH2:9]1[CH2:12][CH2:11][CH2:10][O:13]1.[Cl:1][c:2]1[cH:3][cH:4][cH:5][c:6]([CH3:8])[n:7]1.[O:14]=[C:15]1[CH2:16][CH2:17][CH2:18][CH2:19][CH2:20]1.[OH2:21]>>[Cl:1][c:2]1[cH:3][cH:4][cH:5][c:6]([CH3:8])[n+:7]1[O-:13]. Solvent: CO (methanol). The yield is 49.7%. Procedure: In a tube, a solution of (R)-1-(1,1-difluoro-2-hydroxy-ethyl)-6-nitro-indan-1-yl-cyanamide (1.0 g, 3.55 mmol) in methanol (10 ml) was treated with ammonium hydroxide (25% in water, 3 ml). The tube was sealed and heated at 60° C. for 16 hours. For the workup, the reaction mixture was evaporated at reduced pressure. The crude material was purified by column chromatography (NH-biotage) using a 95:5-mixture of dichloromethane and methanol as the eluent. The (R)-5′,5′-difluoro-6-nitro-2,3,5′,6′-tetra... Product: FC1([C@@]2(N=C(OC1)N)CCC1=CC=C(C=C12)[N+](=O)[O-])F ((R)-5′,5′-difluoro-6-nitro-2,3,5′,6′-tetrahydrospiro[indene-1,4′-[1,3]oxazin]-2′-amine). The reactants are FC(CO)(F)[C@]1(CCC2=CC=C(C=C12)[N+](=O)[O-])NC#N ((R)-1-(1,1-difluoro-2-hydroxy-ethyl)-6-nitro-indan-1-yl-cyanamide), [OH-].[NH4+] (ammonium hydroxide). Run at temperature 60 celsius. As a reaction SMILES: [F:1][C:2]([C@:6]1([NH:18][C:19]#[N:20])[C:14]2[C:9](=[CH:10][CH:11]=[C:12]([N+:15]([O-:17])=[O:16])[CH:13]=2)[CH2:8][CH2:7]1)([F:5])[CH2:3][OH:4].[OH-].[NH4+]>CO>[F:1][C:2]1([F:5])[CH2:3][O:4][C:19]([NH2:20])=[N:18][C@@:6]21[C:14]1[C:9](=[CH:10][CH:11]=[C:12]([N+:15]([O-:17])=[O:16])[CH:13]=1)[CH2:8][CH2:7]2 |f:1.2|.